Dataset: the Open Reaction Database (ORD), a public repository of structured organic reaction records. Task: describe an organic reaction: reactants, conditions, products, and yield Product: O=c1c(NCCCCCCCc2ccccc2)c(Nc2ccncc2)c1=O. Reactants: CCOc1c(Nc2ccncc2)c(=O)c1=O, NCCCCCCCc1ccccc1. As a reaction SMILES: [CH2:1]([O:2][c:4]1[c:5](=[O:16])[c:6](=[O:15])[c:7]1[NH:8][c:9]1[cH:10][cH:11][n:12][cH:13][cH:14]1)[CH3:3].[c:17]1([CH2:23][CH2:24][CH2:25][CH2:26][CH2:27][CH2:28][CH2:29][NH2:30])[cH:18][cH:19][cH:20][cH:21][cH:22]1>>[c:4]1([NH:30][CH2:29][CH2:28][CH2:27][CH2:26][CH2:25][CH2:24][CH2:23][c:17]2[cH:18][cH:19][cH:20][cH:21][cH:22]2)[c:5](=[O:16])[c:6](=[O:15])[c:7]1[NH:8][c:9]1[cH:10][cH:11][n:12][cH:13][cH:14]1. Reactants: FC(C(=O)O)(F)F (trifluoroacetic acid), NC=1C(=NC(=C(N1)C1=CC=C(C=C1)S(=O)(=O)C)Cl)C(=O)O (3-amino-6-chloro-5-[4-(methylsulfonyl)phenyl]pyrazine-2-carboxylic acid), CN(C1=CC=C(C=C1)B(O)O)C (4-(dimethylamino)phenyl boronic acid), tetrakis(triphenylphosphine) Pd(0), C([O-])([O-])=O.[Cs+].[Cs+] (cesium carbonate). Solvent: C(C)#N (acetonitrile), CN(C=O)C (dimethylformamide), O (water). Reaction conditions: temperature 120 celsius. Product: NC=1C(=NC(=C(N1)C1=CC=C(C=C1)S(=O)(=O)C)C1=CC=C(C=C1)N(C)C)C(=O)O (3-amino-6-[4-(dimethylamino)phenyl]-5-[4-(methylsulfonyl)phenyl]pyrazine-2-carboxylic acid). As a reaction SMILES: [NH2:1][C:2]1[C:3]([C:19]([OH:21])=[O:20])=[N:4][C:5](Cl)=[C:6]([C:8]2[CH:13]=[CH:12][C:11]([S:14]([CH3:17])(=[O:16])=[O:15])=[CH:10][CH:9]=2)[N:7]=1.[CH3:22][N:23]([CH3:33])[C:24]1[CH:29]=[CH:28][C:27](B(O)O)=[CH:26][CH:25]=1.C(=O)([O-])[O-].[Cs+].[Cs+].FC(F)(F)C(O)=O>CN(C)C=O.O.C(#N)C>[NH2:1][C:2]1[C:3]([C:19]([OH:21])=[O:20])=[N:4][C:5]([C:27]2[CH:28]=[CH:29][C:24]([N:23]([CH3:33])[CH3:22])=[CH:25][CH:26]=2)=[C:6]([C:8]2[CH:13]=[CH:12][C:11]([S:14]([CH3:17])(=[O:16])=[O:15])=[CH:10][CH:9]=2)[N:7]=1 |f:2.3.4|. Reported procedure: A mixture of 3-amino-6-chloro-5-[4-(methylsulfonyl)phenyl]pyrazine-2-carboxylic acid (0.18 mmol, 60 mg,), 4-(dimethylamino)phenyl boronic acid (0.24 mmol, 40 mg), tetrakis(triphenylphosphine) Pd(0) (0.033 mmol, 38 mg), cesium carbonate (2.1 mmol, 297 mg) in dimethylformamide (2 ml) and deionized water (0.4 ml) was mixed under argon at room temperature. The reaction was heated in a microwave reactor at 120° C. for 15 min. The product was characterized by LC-MS (5-50 acetonitrile with 0.1% trifluo... The reactants are CC(C)([O-])C.[K+] (potassium t-butoxide), C1(CCCC1)CO (cyclopentane methanol), BrC1=NC=C(C=C1)Br (2,5-dibromopyridine), O (water). The solvent is C1CCOC1 (THF), C1CCOC1 (THF), C(C)(=O)OCC (ethyl acetate). Reaction conditions: time 30 minute. Product: BrC=1C=CC(=NC1)OCC1CCCC1 (5-bromo-2-cyclopentylmethyloxypyridine). Reaction SMILES: CC(C)([O-])C.[K+].[CH:7]1([CH2:12][OH:13])[CH2:11][CH2:10][CH2:9][CH2:8]1.Br[C:15]1[CH:20]=[CH:19][C:18]([Br:21])=[CH:17][N:16]=1.O>C1COCC1.C(OCC)(=O)C>[Br:21][C:18]1[CH:19]=[CH:20][C:15]([O:13][CH2:12][CH:7]2[CH2:11][CH2:10][CH2:9][CH2:8]2)=[N:16][CH:17]=1 |f:0.1|. Reported procedure: A solution of potassium t-butoxide (550.6 mg, WAKO) in dehydrated THF (10 ml) was added with cyclopentane methanol (450 μl), and then added with a solution of 2,5-dibromopyridine (982.8 mg, TCI) in dehydrated THF (15 ml) under ice cooling. The reaction mixture was stirred for 30 minutes, then warmed to room temperature, and stirred for 11 hours. The reaction mixture was added with water (100 ml) and ethyl acetate (60 ml) for extraction. The organic layer was washed successively with saturated aq... The reactants are solution, Cl (hydrogen chloride), C(C)(C)OC(C)C (diisopropyl ether), FC(C1=NC2=C(N1C1=NC(=NC(=C1)N1CCOCC1)N[C@@H]1CN(CC1)C(=O)OC(C)(C)C)C=CC=C2)F (tert-butyl (3S)-3-({4-[2-(difluoromethyl)-1H-benzimidazol-1-yl]-6-morpholin-4-ylpyrimidin-2-yl}amino)pyrrolidine-1-carboxylate). Run in O1CCOCC1 (1,4-dioxane), O1CCOCC1 (1,4-dioxane). Reaction conditions: time 2 hour. Yields the product Cl.Cl.FC(C1=NC2=C(N1C1=NC(=NC(=C1)N1CCOCC1)N[C@@H]1CNCC1)C=CC=C2)F (4-[2-(difluoromethyl)-1H-benzimidazol-1-yl]-6-morpholin-4-yl-N-[(3S)-pyrrolidin-3-yl]pyrimidin-2-amine dihydrochloride). RXN SMILES: [F:1][CH:2]([F:37])[C:3]1[N:7]([C:8]2[CH:13]=[C:12]([N:14]3[CH2:19][CH2:18][O:17][CH2:16][CH2:15]3)[N:11]=[C:10]([NH:20][C@H:21]3[CH2:25][CH2:24][N:23](C(OC(C)(C)C)=O)[CH2:22]3)[N:9]=2)[C:6]2[CH:33]=[CH:34][CH:35]=[CH:36][C:5]=2[N:4]=1.[ClH:38].C(OC(C)C)(C)C>O1CCOCC1>[ClH:38].[ClH:38].[F:37][CH:2]([F:1])[C:3]1[N:7]([C:8]2[CH:13]=[C:12]([N:14]3[CH2:19][CH2:18][O:17][CH2:16][CH2:15]3)[N:11]=[C:10]([NH:20][C@H:21]3[CH2:25][CH2:24][NH:23][CH2:22]3)[N:9]=2)[C:6]2[CH:33]=[CH:34][CH:35]=[CH:36][C:5]=2[N:4]=1 |f:4.5.6|. Reported procedure: To a mixture of tert-butyl (3S)-3-({4-[2-(difluoromethyl)-1H-benzimidazol-1-yl]-6-morpholin-4-ylpyrimidin-2-yl}amino)pyrrolidine-1-carboxylate (300 mg) and 1,4-dioxane (3 mL) was added a 4 M solution (1.5 mL) of hydrogen chloride in 1,4-dioxane, and the mixture was stirred at room temperature for 2 hours. To the reaction mixture was added diisopropyl ether (10 mL). The resulting powder was collected by filtration, washed with diisopropyl ether, and dried under reduced pressure to obtain 4-[2-(di... Starting materials: CCOc1cc(C(C)(C)C)ncc1C1=NC(C)(c2ccc(Cl)cc2)C(C)(c2ccc(Cl)cc2)N1C(=O)N1CCC(CC(=O)O)CC1, Cc1ccc(CN)c(F)c1. The product is CCOc1cc(C(C)(C)C)ncc1C1=NC(C)(c2ccc(Cl)cc2)C(C)(c2ccc(Cl)cc2)N1C(=O)N1CCC(CC(=O)NCc2ccc(C)cc2F)CC1. RXN SMILES: [C:1]([CH3:2])([CH3:3])([CH3:4])[c:5]1[cH:6][c:7]([O:44][CH2:45][CH3:46])[c:8]([C:11]2=[N:15][C:14]([CH3:16])([c:17]3[cH:18][cH:19][c:20]([Cl:23])[cH:21][cH:22]3)[C:13]([CH3:24])([c:25]3[cH:26][cH:27][c:28]([Cl:31])[cH:29][cH:30]3)[N:12]2[C:32](=[O:33])[N:34]2[CH2:35][CH2:36][CH:37]([CH2:40][C:41](=[O:42])[OH:43])[CH2:38][CH2:39]2)[cH:9][n:10]1.[F:47][c:48]1[c:49]([CH2:50][NH2:51])[cH:52][cH:53][c:54]([CH3:56])[cH:55]1>>[C:1]([CH3:2])([CH3:3])([CH3:4])[c:5]1[cH:6][c:7]([O:44][CH2:45][CH3:46])[c:8]([C:11]2=[N:15][C:14]([CH3:16])([c:17]3[cH:18][cH:19][c:20]([Cl:23])[cH:21][cH:22]3)[C:13]([CH3:24])([c:25]3[cH:26][cH:27][c:28]([Cl:31])[cH:29][cH:30]3)[N:12]2[C:32](=[O:33])[N:34]2[CH2:35][CH2:36][CH:37]([CH2:40][C:41](=[O:43])[NH:51][CH2:50][c:49]3[c:48]([F:47])[cH:55][c:54]([CH3:56])[cH:53][cH:52]3)[CH2:38][CH2:39]2)[cH:9][n:10]1.